This data is from the Open Reaction Database (ORD), a public repository of structured organic reaction records. The task is: describe an organic reaction: reactants, conditions, products, and yield Starting materials: NC(=S)N (thiourea), NC(=S)N (thiourea), BrC(C(=O)OCC)(C)C (Ethyl 2-bromo-isobutyrate). Run in C(C)O (ethanol). Run at time 36 hour. Product: CC1(C(NC(S1)=N)=O)C (5,5-dimethyl-2-iminothiazolidin-4-one). Reaction SMILES: [NH2:1][C:2]([NH2:4])=[S:3].Br[C:6]([CH3:13])([CH3:12])[C:7](OCC)=[O:8]>C(O)C>[CH3:12][C:6]1([CH3:13])[S:3][C:2](=[NH:4])[NH:1][C:7]1=[O:8]. Procedure: A suspension of thiourea (19.0 g, 0.25 mole) in 150 ml of ethanol was heated under reflux until all of the thiourea had dissolved. Ethyl 2-bromo-isobutyrate (49.0 g, 0.25 mole) was then added over 10 minutes to the refluxing solution, after which time the solution was heated under reflux for six hours then allowed to stir at ambient temperature 36 hours. The solution was concentrated to dryness and the residue treated with water, then with aqueous NaHCO3 to adjust the pH to 7.0. The precipitated...